Task: describe an organic reaction: reactants, conditions, products, and yield. Dataset: the Open Reaction Database (ORD), a public repository of structured organic reaction records Reaction SMILES: [C:1]([CH3:2])([CH3:3])([CH3:4])[c:5]1[cH:6][c:7]([NH2:8])[cH:9][c:10]([C:13]([CH3:14])([CH3:15])[CH3:16])[c:11]1[OH:12].[Cl:23][CH2:24][CH2:25][CH2:26][CH2:27][C:28](=[O:29])[Cl:30].[cH:17]1[cH:18][cH:19][n:20][cH:21][cH:22]1>>[C:1]([CH3:2])([CH3:3])([CH3:4])[c:5]1[cH:6][c:7]([NH:8][C:28]([CH2:27][CH2:26][CH2:25][CH2:24][Cl:23])=[O:29])[cH:9][c:10]([C:13]([CH3:14])([CH3:15])[CH3:16])[c:11]1[OH:12]. The product is CC(C)(C)c1cc(NC(=O)CCCCCl)cc(C(C)(C)C)c1O. Starting materials: CC(C)(C)c1cc(N)cc(C(C)(C)C)c1O, O=C(Cl)CCCCCl, c1ccncc1. The reactants are C1(=CC=CC=C1)OC(NC=1C(=NC(=C(C1)CC)C)OC)=O (Phenyl-N-(5-ethyl-2-methoxy-6-methylpyridin-3-yl)carbamate), COC1=C(C=CC=C1)N1CCNCC1 (1-(2-methoxyphenyl)piperazine), C1CCC2=NCCCN2CC1 (DBU). The solvent is O1CCCC1 (tetrahydrofuran). Reaction conditions: time 2 hour. The product is C(C)C=1C=C(C(=NC1C)OC)NC(=O)N1CCN(CC1)C1=C(C=CC=C1)OC (1-[(5-ethyl-2-methoxy-6-methylpyridin-3-yl)aminocarbonyl]-4-(2-methoxyphenyl)piperazine). Isolated yield 85.8%. RXN SMILES: C1(O[C:8](=[O:21])[NH:9][C:10]2[C:11]([O:19][CH3:20])=[N:12][C:13]([CH3:18])=[C:14]([CH2:16][CH3:17])[CH:15]=2)C=CC=CC=1.[CH3:22][O:23][C:24]1[CH:29]=[CH:28][CH:27]=[CH:26][C:25]=1[N:30]1[CH2:35][CH2:34][NH:33][CH2:32][CH2:31]1.C1CCN2C(=NCCC2)CC1>O1CCCC1>[CH2:16]([C:14]1[CH:15]=[C:10]([NH:9][C:8]([N:33]2[CH2:32][CH2:31][N:30]([C:25]3[CH:26]=[CH:27][CH:28]=[CH:29][C:24]=3[O:23][CH3:22])[CH2:35][CH2:34]2)=[O:21])[C:11]([O:19][CH3:20])=[N:12][C:13]=1[CH3:18])[CH3:17]. Reported procedure: Phenyl-N-(5-ethyl-2-methoxy-6-methylpyridin-3-yl)carbamate(0.29 g, 1.0 mmol) and 1-(2-methoxyphenyl)piperazine(0.19 g, 1.0 mmol) were dissolved in tetrahydrofuran(10 ml) and DBU(0.15 g, 1.0 mol) was added thereto and the mixture was stirred at room temperature for 2 hours. Then, the reaction mixture was concentrated and chromatographed to obtain 0.33 g of the titled compound. Starting materials: F[B-](F)(F)F, O=C([O-])O, ClCCl, CC[O+](CC)CC, NC(=O)c1c(F)cccc1F, [Na+]. Product: CCOC(=N)c1c(F)cccc1F. As a reaction SMILES: [B-:1]([F:2])([F:3])([F:4])[F:5].[C:24](=[O:25])([OH:26])[O-:27].[CH2:29]([Cl:30])[Cl:31].[CH2:6]([CH3:7])[O+:8]([CH2:9][CH3:10])[CH2:11][CH3:12].[F:13][c:14]1[c:15]([C:16](=[O:17])[NH2:18])[c:19]([F:23])[cH:20][cH:21][cH:22]1.[Na+:28]>>[CH2:6]([CH3:7])[O:17][C:16]([c:15]1[c:14]([F:13])[cH:22][cH:21][cH:20][c:19]1[F:23])=[NH:18]. Reactants: C(C1=CC=CC=C1)[C@@H]1N(C(OC1)=O)C(C[C@H](C[N+](=O)[O-])C1=CC(=C(C=C1)Cl)F)=O ((S)-4-benzyl-3-((S)-3-(4-chloro-3-fluorophenyl)-4-nitrobutanoyl)oxazolidin-2-one). The reagents and catalysts are [Ni] (Raney Nickel). The solvent is CCOC(=O)C.CCO (EtOAc EtOH). Conditions: time 20 hour. The product is ClC1=C(C=C(C=C1)[C@@H]1CC(NC1)=O)F ((S)-4-(4-chloro-3-fluorophenyl)pyrrolidin-2-one). The yield is 50.9%. Reaction SMILES: C([C@H]1COC(=O)N1[C:14](=[O:29])[CH2:15][C@@H:16]([C:21]1[CH:26]=[CH:25][C:24]([Cl:27])=[C:23]([F:28])[CH:22]=1)[CH2:17][N+:18]([O-])=O)C1C=CC=CC=1>CCOC(C)=O.CCO.[Ni]>[Cl:27][C:24]1[CH:25]=[CH:26][C:21]([C@H:16]2[CH2:17][NH:18][C:14](=[O:29])[CH2:15]2)=[CH:22][C:23]=1[F:28] |f:1.2|. Procedure: To a solution of 88 (1.55 g, 3.68 mmol) in EtOAc/EtOH (1:1, 50 mL) was added a Raney Nickel suspension (0.316 g, 3.68 mmol) and the reaction mixture was purged with nitrogen then placed under 40 psi hydrogen for 20 h. A second aliquot of Raney Ni suspension (1 mL) was added and the reaction was placed under hydrogen pressure for another 24 h. A third aliquot of Raney Ni was added (1 mL) and the reaction was placed under hydrogen pressure of 45 psi for 24 h. The reaction was filtered through a pl... Reactants: FC(C1=C(C=NC=C1)C#N)(F)F (4-(trifluoromethyl)-3-pyridinecarbonitrile), N (NH3), CO (methanol), [H][H] (hydrogen). The reagents and catalysts are [Ni] (Ni). Conditions: time 16 hour. Yields the product FC(C1=C(C=NC=C1)CN)(F)F ({[4-(trifluoromethyl)-3-pyridinyl]methyl}amine). Yield: 108.4%. RXN SMILES: [F:1][C:2]([F:12])([F:11])[C:3]1[CH:8]=[CH:7][N:6]=[CH:5][C:4]=1[C:9]#[N:10].N.CO.[H][H]>[Ni]>[F:11][C:2]([F:1])([F:12])[C:3]1[CH:8]=[CH:7][N:6]=[CH:5][C:4]=1[CH2:9][NH2:10]. Procedure: To a mixture of 4-(trifluoromethyl)-3-pyridinecarbonitrile (9.5 g, 55 mmol, 1.0 equiv) and 5 M NH3 in methanol (600 mL, 3.0 mol, 54 equiv) was added Raney-Ni (3.0 g, 52 mmol, 0.95 equiv). The flask was fitted with a hydrogen balloon, and the mixture was stirred for 16 h. The reaction mixture was filtered, and the filtrate was concentrated. The residue was purified by HPLC to afford 10.5 g (47%) of the title compound as the bis-trifluoroacetate salt. MS (ES+): m/e 177.1 [M+H]+. Reactants: O=C1CCCCC(N1)CC=CC1=CC=C(O1)C(=O)OC (methyl 5-[3-(hexahydro-7-oxo-1H-azepin-2-yl)-1-propenyl]furan-2-carboxylate), F[B-](F)(F)F.C[O+](C)C (trimethyloxonium tetrafluoroborate). Solvent: C(Cl)Cl (CH2Cl2). Product: COC=1CCCCC(N1)CC=CC1=CC=C(O1)C(=O)OC (methyl 5-[3-(3,4,5,6-tetrahydro-7-methoxy-2H-azepin-2-yl)-1-propenyl]furan-2-carboxylate). Reaction SMILES: [O:1]=[C:2]1[NH:8][CH:7]([CH2:9][CH:10]=[CH:11][C:12]2[O:16][C:15]([C:17]([O:19][CH3:20])=[O:18])=[CH:14][CH:13]=2)[CH2:6][CH2:5][CH2:4][CH2:3]1.F[B-](F)(F)F.[CH3:26][O+](C)C>C(Cl)Cl>[CH3:26][O:1][C:2]1[CH2:3][CH2:4][CH2:5][CH2:6][CH:7]([CH2:9][CH:10]=[CH:11][C:12]2[O:16][C:15]([C:17]([O:19][CH3:20])=[O:18])=[CH:14][CH:13]=2)[N:8]=1 |f:1.2|. Procedure: The product of Example 177 is reacted with trimethyloxonium tetrafluoroborate in CH2Cl2 by the method of Example 3 to produce the title material. Starting materials: CO, C[O-], [Na+], O=C1CCCCO1. Product: COC(=O)CCCCO. RXN SMILES: [CH3:11][OH:12].[CH3:1][O-:2].[Na+:3].[O:4]1[C:5](=[O:10])[CH2:6][CH2:7][CH2:8][CH2:9]1>>[CH3:1][O:2][C:9](=[O:4])[CH2:8][CH2:7][CH2:6][CH2:5][OH:10]. Starting materials: CN1CCOCC1 (N-methylmorpholine), NC=1C=C(C=NC1OC)C=1C=C(C2=CN(N=C2C1)C1OCCCC1)NC(=O)C=1N=C(SC1)CN1C[C@H](O[C@H](C1)C)C (N-[6-[5-Amino-6-(methyloxy)-3-pyridinyl]-2-(tetrahydro-2H-pyran-2-yl)-2H-indazol-4-yl]-2-{[(2R,6S)-2,6-dimethyl-4-morpholinyl]methyl}-1,3-thiazole-4-carboxamide), ClCCS(=O)(=O)Cl (2-chloroethanesulfonyl chloride). Run in C(Cl)Cl (DCM). Reaction conditions: temperature 0 celsius, time 2 hour. Product: C[C@@H]1CN(C[C@@H](O1)C)CC=1SC=C(N1)C(=O)NC=1C2=CN(N=C2C=C(C1)C=1C=NC(=C(C1)NS(=O)(=O)C=C)OC)C1OCCCC1 (2-{[(2R,6S)-2,6-Dimethyl-4-morpholinyl]methyl}-N-[6-[5-[(ethenylsulfonyl)amino]-6-(methyloxy)-3-pyridinyl]-2-(tetrahydro-2H-pyran-2-yl)-2H-indazol-4-yl]-1,3-thiazole-4-carboxamide). As a reaction SMILES: [NH2:1][C:2]1[CH:3]=[C:4]([C:10]2[CH:11]=[C:12]([NH:25][C:26]([C:28]3[N:29]=[C:30]([CH2:33][N:34]4[CH2:39][C@H:38]([CH3:40])[O:37][C@H:36]([CH3:41])[CH2:35]4)[S:31][CH:32]=3)=[O:27])[C:13]3[C:17]([CH:18]=2)=[N:16][N:15]([CH:19]2[CH2:24][CH2:23][CH2:22][CH2:21][O:20]2)[CH:14]=3)[CH:5]=[N:6][C:7]=1[O:8][CH3:9].CN1CCOCC1.Cl[CH2:50][CH2:51][S:52](Cl)(=[O:54])=[O:53]>C(Cl)Cl>[CH3:41][C@H:36]1[O:37][C@@H:38]([CH3:40])[CH2:39][N:34]([CH2:33][C:30]2[S:31][CH:32]=[C:28]([C:26]([NH:25][C:12]3[C:13]4[C:17]([CH:18]=[C:10]([C:4]5[CH:5]=[N:6][C:7]([O:8][CH3:9])=[C:2]([NH:1][S:52]([CH:51]=[CH2:50])(=[O:54])=[O:53])[CH:3]=5)[CH:11]=3)=[N:16][N:15]([CH:19]3[CH2:24][CH2:23][CH2:22][CH2:21][O:20]3)[CH:14]=4)=[O:27])[N:29]=2)[CH2:35]1. Procedure details: N-[6-[5-Amino-6-(methyloxy)-3-pyridinyl]-2-(tetrahydro-2H-pyran-2-yl)-2H-indazol-4-yl]-2-{[(2R,6S)-2,6-dimethyl-4-morpholinyl]methyl}-1,3-thiazole-4-carboxamide (250 mg) was dissolved in DCM (6 ml) and N-methylmorpholine (0.143 ml) was added. The reaction was cooled to 0° C. in an ice bath, then 2-chloroethanesulfonyl chloride (0.047 ml) was added dropwise. The reaction was left to warm to RT overnight. Reaction had blown dry, so was redissolved in DCM (6 ml). Further 2-chloroethanesulfonyl chlo... Reactants: FC1=CC=C(C=C1)CC1=CN=C2C(=C(C(NC2=C1)=O)C(=O)OCC)O (ethyl 7-[(4-fluorophenyl)methyl]-4-hydroxy-2-oxo-1,2-dihydro-1,5-naphthyridine-3-carboxylate), C1(CC1)N (cyclopropylamine). Yields the product C1(CC1)NC(=O)C=1C(NC2=CC(=CN=C2C1O)CC1=CC=C(C=C1)F)=O (N-Cyclopropyl-7-[(4-fluorophenyl)methyl]-4-hydroxy-2-oxo-1,2-dihydro-1,5-naphthyridine-3-carboxamide). Reaction SMILES: [F:1][C:2]1[CH:7]=[CH:6][C:5]([CH2:8][C:9]2[CH:18]=[C:17]3[C:12]([C:13]([OH:25])=[C:14]([C:20]([O:22]CC)=O)[C:15](=[O:19])[NH:16]3)=[N:11][CH:10]=2)=[CH:4][CH:3]=1.[CH:26]1([NH2:29])[CH2:28][CH2:27]1>>[CH:26]1([NH:29][C:20]([C:14]2[C:15](=[O:19])[NH:16][C:17]3[C:12]([C:13]=2[OH:25])=[N:11][CH:10]=[C:9]([CH2:8][C:5]2[CH:4]=[CH:3][C:2]([F:1])=[CH:7][CH:6]=2)[CH:18]=3)=[O:22])[CH2:28][CH2:27]1. Procedure details: This compound was prepared from ethyl 7-[(4-fluorophenyl)methyl]-4-hydroxy-2-oxo-1,2-dihydro-1,5-naphthyridine-3-carboxylate and cyclopropylamine employing methods similar to those described in Example 2 and was obtained as a white solid: 1H NMR (d6-DMSO) δ 11.80 (1H, br), 10.35 (1H, br), 8.35 (1H, br), 7.38 (1H, s), 7.30 (2H, m), 7.15 (2H, t, J=8.7 Hz), 4.06 (2H, br s), 2.85 (1H, m), 0.74 (2H, m), 0.51 (2H, m); HRMS calcd for C19H16FN3O3+H+: 354.1254. Found: 354.1255.